From a dataset of the Open Reaction Database (ORD), a public repository of structured organic reaction records. describe an organic reaction: reactants, conditions, products, and yield Reactants: 387b, ClC1=NN2C(C(=CC=C2)NCC2=C(C=CC=C2)OC)=N1 ((2-chloro-[1,2,4]triazolo[1,5-a]pyridin-8-yl)-(2-methoxy-benzyl)-amine), CN1CCN(CC1)C1=CC=C(C=C1)N (4-(4-methyl-piperazin-1-yl)-phenylamine), BrC=1C=2N(C=CC1)N=C(N2)Cl (8-bromo-2-chloro-[1,2,4]triazolo[1,5-a]pyridine), COC1=C(CN)C=CC=C1 (2-methoxy-benzylamine). Yields the product ClC1=NN2C(C(=CC=C2)NCC2=C(C=CC=C2)OC)=N1 ((2-Chloro-[1,2,4]triazolo[1,5-a]pyridin-8-yl)-(2-methoxy-benzyl)-amine), COC1=C(CNC=2C=3N(C=CC2)N=C(N3)NC3=CC=C(C=C3)N3CCN(CC3)C)C=CC=C1 (N(8)-(2-Methoxy-benzyl)-N(2)-[4-(4-methyl-piperazin-1-yl)-phenyl]-[1,2,4]triazolo[1,5-a]pyridine-2,8-diamine), foam. Isolated yield 15.5%. Reaction SMILES: BrC1C2N(N=C(Cl)N=2)C=CC=1.COC1C=CC=CC=1CN.[Cl:22][C:23]1[N:41]=[C:26]2[C:27]([NH:31][CH2:32][C:33]3[CH:38]=[CH:37][CH:36]=[CH:35][C:34]=3[O:39][CH3:40])=[CH:28][CH:29]=[CH:30][N:25]2[N:24]=1.[CH3:42][N:43]1[CH2:48][CH2:47][N:46]([C:49]2[CH:54]=[CH:53][C:52]([NH2:55])=[CH:51][CH:50]=2)[CH2:45][CH2:44]1>>[Cl:22][C:23]1[N:41]=[C:26]2[C:27]([NH:31][CH2:32][C:33]3[CH:38]=[CH:37][CH:36]=[CH:35][C:34]=3[O:39][CH3:40])=[CH:28][CH:29]=[CH:30][N:25]2[N:24]=1.[CH3:40][O:39][C:34]1[CH:35]=[CH:36][CH:37]=[CH:38][C:33]=1[CH2:32][NH:31][C:27]1[C:26]2[N:25]([N:24]=[C:23]([NH:55][C:52]3[CH:51]=[CH:50][C:49]([N:46]4[CH2:45][CH2:44][N:43]([CH3:42])[CH2:48][CH2:47]4)=[CH:54][CH:53]=3)[N:41]=2)[CH:30]=[CH:29][CH:28]=1. Procedure: (2-Chloro-[1,2,4]triazolo[1,5-a]pyridin-8-yl)-(2-methoxy-benzyl)-amine was prepared from 8-bromo-2-chloro-[1,2,4]triazolo[1,5-a]pyridine (2.00 g, 8.60 mmol) and 2-methoxy-benzylamine in a manner analogous to Example 2d. Product isolated as a tan oil that solidified upon standing (1.56 g. 63%). 1H NMR (400 MHz, (D3C)2SO, δ, ppm): 8.09 (d, J=6.7 Hz, 1H), 7.21 (m, 2H), 7.04-6.93 (m, 3H), 6.86 (t, J=14.5, 7.2 Hz, 1H), 6.35 (d, J=7.9 Hz, 1H), 4.43 (d, J=6.30 Hz, 2H), 3.86 (s, 3H). 387b) N(8)-(2-Metho...